From a dataset of the Open Reaction Database (ORD), a public repository of structured organic reaction records. describe an organic reaction: reactants, conditions, products, and yield Reactants: Brc1ccc(Br)nc1, [Na+], [Na+], O=C([O-])[O-], C1CCOC1, O, OB(O)c1ccccc1, c1ccc(P(c2ccccc2)(c2ccccc2)[Pd](P(c2ccccc2)(c2ccccc2)c2ccccc2)(P(c2ccccc2)(c2ccccc2)c2ccccc2)P(c2ccccc2)(c2ccccc2)c2ccccc2)cc1. Yields the product Brc1ccc(-c2ccccc2)nc1. Reaction SMILES: [Br:1][c:2]1[n:3][cH:4][c:5]([Br:8])[cH:6][cH:7]1.[Na+:18].[Na+:19].[O-:20][C:21](=[O:22])[O-:23].[O:24]1[CH2:25][CH2:26][CH2:27][CH2:28]1.[OH2:29].[OH:9][B:10]([OH:11])[c:12]1[cH:13][cH:14][cH:15][cH:16][cH:17]1.[cH:30]1[cH:31][cH:32][c:33]([P:34]([Pd:35]([P:36]([c:37]2[cH:38][cH:39][cH:40][cH:41][cH:42]2)([c:43]2[cH:44][cH:45][cH:46][cH:47][cH:48]2)[c:49]2[cH:50][cH:51][cH:52][cH:53][cH:54]2)([P:55]([c:56]2[cH:57][cH:58][cH:59][cH:60][cH:61]2)([c:62]2[cH:63][cH:64][cH:65][cH:66][cH:67]2)[c:68]2[cH:69][cH:70][cH:71][cH:72][cH:73]2)[P:74]([c:75]2[cH:76][cH:77][cH:78][cH:79][cH:80]2)([c:81]2[cH:82][cH:83][cH:84][cH:85][cH:86]2)[c:87]2[cH:88][cH:89][cH:90][cH:91][cH:92]2)([c:93]2[cH:94][cH:95][cH:96][cH:97][cH:98]2)[c:99]2[cH:100][cH:101][cH:102][cH:103][cH:104]2)[cH:105][cH:106]1>>[c:2]1(-[c:12]2[cH:13][cH:14][cH:15][cH:16][cH:17]2)[n:3][cH:4][c:5]([Br:8])[cH:6][cH:7]1. The reactants are [Br-], CC[Mg+], CCCCCCC(=O)N1C(C=O)COC1(C)C. Yields the product CCCCCCC(=O)N1C(C(O)CC)COC1(C)C. RXN SMILES: [Br-:18].[CH2:19]([CH3:20])[Mg+:21].[CH3:1][C:2]1([CH3:17])[O:3][CH2:4][CH:5]([CH:15]=[O:16])[N:6]1[C:7]([CH2:8][CH2:9][CH2:10][CH2:11][CH2:12][CH3:13])=[O:14]>>[CH3:1][C:2]1([CH3:17])[O:3][CH2:4][CH:5]([CH:15]([OH:16])[CH2:19][CH3:20])[N:6]1[C:7]([CH2:8][CH2:9][CH2:10][CH2:11][CH2:12][CH3:13])=[O:14]. The product is N#Cc1ccc2c(c1)CCOC2CCO. Reaction SMILES: [Br:1][c:2]1[cH:3][cH:4][c:5]2[c:6]([cH:14]1)[CH2:7][CH2:8][O:9][CH:10]2[CH2:11][CH2:12][OH:13].[Cu:15][C:16]#[N:17].[Cu:27][I:28].[NH2:18][CH2:19][CH2:20][NH2:21].[O:22]=[CH:23][N:24]([CH3:25])[CH3:26]>>[c:2]1([C:16]#[N:17])[cH:3][cH:4][c:5]2[c:6]([cH:14]1)[CH2:7][CH2:8][O:9][CH:10]2[CH2:11][CH2:12][OH:13]. The reactants are OCCC1OCCc2cc(Br)ccc21, N#C[Cu], [Cu]I, NCCN, CN(C)C=O. The reactants are CO, COC(=O)C1CCCc2cccnc21, N. Yields the product NC(=O)C1CCCc2cccnc21. Reaction SMILES: [CH3:16][OH:17].[CH3:1][O:2][C:3](=[O:4])[CH:5]1[CH2:6][CH2:7][CH2:8][c:9]2[cH:10][cH:11][cH:12][n:13][c:14]21.[NH3:15]>>[O:2]=[C:3]([CH:5]1[CH2:6][CH2:7][CH2:8][c:9]2[cH:10][cH:11][cH:12][n:13][c:14]21)[NH2:15]. Yields the product ClC1=C(C(=O)NC(C(=O)O)C\C=C\C2=CC=C(C=C2)C2(CCOCC2)O)C(=CC=C1)Cl ((E)-2-(2,6-dichlorobenzamido)-5-[4-(4-hydroxytetrahydropyran-4-yl)-phenyl]pent-4-enoic acid). Isolated yield 88.3%. The solvent is C1CCOC1 (THF), [OH-].[Na+] (sodium hydroxide). The reactants are COC(C(C\C=C\C1=CC=C(C=C1)C1(CCOCC1)O)NC(C1=C(C=CC=C1Cl)Cl)=O)=O ((E)-2-(2,6-dichlorobenzamido)-5-[4-(4-hydroxytetrahydropyran-4-yl)-phenyl]pent-4-enoic acid methyl ester). Run at time 2 hour. As a reaction SMILES: C[O:2][C:3](=[O:32])[CH:4]([NH:21][C:22](=[O:31])[C:23]1[C:28]([Cl:29])=[CH:27][CH:26]=[CH:25][C:24]=1[Cl:30])[CH2:5]/[CH:6]=[CH:7]/[C:8]1[CH:13]=[CH:12][C:11]([C:14]2([OH:20])[CH2:19][CH2:18][O:17][CH2:16][CH2:15]2)=[CH:10][CH:9]=1>C1COCC1.[OH-].[Na+]>[Cl:30][C:24]1[CH:25]=[CH:26][CH:27]=[C:28]([Cl:29])[C:23]=1[C:22]([NH:21][CH:4]([CH2:5]/[CH:6]=[CH:7]/[C:8]1[CH:13]=[CH:12][C:11]([C:14]2([OH:20])[CH2:19][CH2:18][O:17][CH2:16][CH2:15]2)=[CH:10][CH:9]=1)[C:3]([OH:32])=[O:2])=[O:31] |f:2.3|. Procedure details: To a solution of (E)-2-(2,6-dichlorobenzamido)-5-[4-(4-hydroxytetrahydropyran-4-yl)-phenyl]pent-4-enoic acid methyl ester (56 mg) in THF (1.76 ml), 0.1N aqueous sodium hydroxide solution (1.76 ml) was added, and the resulting mixture was stirred at room temperature for 2 hours. After washing the reaction solution with ether, aqueous layer was acidified by adding 1N hydrochloric acid thereto and extracted twice with ethyl acetate. Organic layers were washed with saturated brine and dried over anh...